Task: describe an organic reaction: reactants, conditions, products, and yield. Dataset: the Open Reaction Database (ORD), a public repository of structured organic reaction records Reactants: CC(=O)O, Oc1c(I)ccc2c1CCC2, [Na+], [Na+], O, O=[N+]([O-])O, O=S([O-])[O-]. The product is O=[N+]([O-])c1cc(I)c(O)c2c1CCC2. Reaction SMILES: [CH3:23][C:24](=[O:25])[OH:26].[I:1][c:2]1[c:3]([OH:11])[c:4]2[c:8]([cH:9][cH:10]1)[CH2:7][CH2:6][CH2:5]2.[Na+:21].[Na+:22].[OH2:12].[OH:13][N+:14]([O-:15])=[O:16].[S:17]([O-:18])([O-:19])=[O:20]>>[I:1][c:2]1[c:3]([OH:11])[c:4]2[c:8]([c:9]([N+:14](=[O:13])[O-:15])[cH:10]1)[CH2:7][CH2:6][CH2:5]2. Starting materials: CC(C)C(NC(=O)Cn1c(-c2ccccc2)ccc(NC(=O)OCc2ccccc2)c1=O)(O[SiH](C)C)C(C(C)(C)C)C(F)(F)F, C1CCOC1. The product is CC(C)C(NC(=O)Cn1c(-c2ccccc2)ccc(N)c1=O)(O[SiH](C)C)C(C(C)(C)C)C(F)(F)F. Reaction SMILES: [CH2:1]([O:2][C:3](=[O:4])[NH:11][c:12]1[c:13](=[O:45])[n:14]([CH2:24][C:25](=[O:26])[NH:27][C:28]([CH:29]([C:30]([F:31])([F:32])[F:33])[C:34]([CH3:35])([CH3:36])[CH3:37])([CH:38]([CH3:39])[CH3:40])[O:41][SiH:42]([CH3:43])[CH3:44])[c:15](-[c:18]2[cH:19][cH:20][cH:21][cH:22][cH:23]2)[cH:16][cH:17]1)[c:5]1[cH:6][cH:7][cH:8][cH:9][cH:10]1.[O:46]1[CH2:47][CH2:48][CH2:49][CH2:50]1>>[NH2:11][c:12]1[c:13](=[O:45])[n:14]([CH2:24][C:25](=[O:26])[NH:27][C:28]([CH:29]([C:30]([F:31])([F:32])[F:33])[C:34]([CH3:35])([CH3:36])[CH3:37])([CH:38]([CH3:39])[CH3:40])[O:41][SiH:42]([CH3:43])[CH3:44])[c:15](-[c:18]2[cH:19][cH:20][cH:21][cH:22][cH:23]2)[cH:16][cH:17]1. Reactants: O (water), [N+](=O)([O-])C1=CC=C(C=C1)S (4-nitrothiophenol), ClCCCN1CCC(CC1)C (N-[3-chloropropyl]-4-methylpiperidine), [OH-].[K+] (potassium hydroxide). The solvent is CN(C=O)C (dimethylformamide). Run at temperature 100 celsius. Yields the product CC1CCN(CC1)CCCSC1=CC=C(C=C1)[N+](=O)[O-] (4-Methyl-1-[3-[(4-nitrophenyl)thio]propyl]piperidine). As a reaction SMILES: [N+:1]([C:4]1[CH:9]=[CH:8][C:7]([SH:10])=[CH:6][CH:5]=1)([O-:3])=[O:2].[OH-].[K+].Cl[CH2:14][CH2:15][CH2:16][N:17]1[CH2:22][CH2:21][CH:20]([CH3:23])[CH2:19][CH2:18]1.O>CN(C)C=O>[CH3:23][CH:20]1[CH2:21][CH2:22][N:17]([CH2:16][CH2:15][CH2:14][S:10][C:7]2[CH:8]=[CH:9][C:4]([N+:1]([O-:3])=[O:2])=[CH:5][CH:6]=2)[CH2:18][CH2:19]1 |f:1.2|. Procedure: Dissolve 8.50 g (55 mmol) of 4-nitrothiophenol in 40 mL of dimethylformamide and make basic with 13.7 mL of 4N potassium hydroxide. Add 10.60 g (60 mmol) of N-[3-chloropropyl]-4-methylpiperidine and heat this solution to 100° C. for 3 h. After this time cool the reaction to room temperature. Add 200 mL of water and extract with 2×150 mL of methylene chloride. Acidify the combined organic extracts to pH=1 with 1N hydrochloric acid and extract with 4×150 mL of water. Neutralize the combined aqueou... Reactants: CC=1N=C(SC1)N (4-methylthiazol-2-ylamine), COCCBr (2-bromoethyl methyl ether). Conditions: temperature 85 celsius. The product is Br.COCCN1C(SC=C1C)=N (3-(2-methoxyethyl)-4-methyl-1,3-thiazol-2(3H)-imine hydrobromide). Isolated yield 34.0%. As a reaction SMILES: [CH3:1][C:2]1[N:3]=[C:4]([NH2:7])[S:5][CH:6]=1.[CH3:8][O:9][CH2:10][CH2:11][Br:12]>>[BrH:12].[CH3:8][O:9][CH2:10][CH2:11][N:3]1[C:2]([CH3:1])=[CH:6][S:5][C:4]1=[NH:7] |f:2.3|. Reported procedure: A mixture of 4-methylthiazol-2-ylamine (0.75 g, 6.5 mmol) and 2-bromoethyl methyl ether (73 μL, 7.8 mmol) was heated at 85° C. for 15 hours. The mixture was cooled to ambient temperature and the resulting solid was triturated with isopropanol. Recrystallization from ethanol afforded 0.56 g (34%) of the title compound. 1H NMR (DMSO-d6, 300 MHz) δ ppm 2.25 (d, J=1.4 Hz, 3 H) 3.25 (s, 3 H) 3.57 (t, J=5.1 Hz, 2 H) 4.15 (t, J=5.1 Hz, 2 H) 6.68 (d, J=1.4 Hz, 1 H) 9.40 (s, 1 H); MS (DCI/NH3) m/z 173 (M... Reactants: ClC1=CC=C(C(=C1S(=O)(=O)N(CC)OC)O)NC1=C(C(C1=O)=O)OCC (6-Chloro-3-(2-ethoxy-3,4-dioxo-cyclobut-1-enylamino)-2-hydroxy-N-methoxy-N-ethyl-benzenesulfonamide), NC(CC)CC (3-aminopentane), NC(CC)CC (3-aminopentane). Solvent: C1CCOC1 (THF). Reaction conditions: temperature 50 celsius. Product: ClC1=CC=C(C(=C1S(=O)(=O)N(OC)CC)O)NC1=C(C(C1=O)=O)NC(CC)CC (6-Chloro-N-ethyl-3-[2-(1-ethyl-propylamino)-3,4-dioxo-cyclobut-1-enylamino]-2-hydroxy-N-methoxy-benzenesulfonamide). RXN SMILES: [Cl:1][C:2]1[C:7]([S:8]([N:11]([O:14][CH3:15])[CH2:12][CH3:13])(=[O:10])=[O:9])=[C:6]([OH:16])[C:5]([NH:17][C:18]2[C:21](=O)[C:20](=[O:23])[C:19]=2[O:24]CC)=[CH:4][CH:3]=1.[NH2:27][CH:28]([CH2:31][CH3:32])[CH2:29][CH3:30]>C1COCC1>[Cl:1][C:2]1[C:7]([S:8]([N:11]([CH2:12][CH3:13])[O:14][CH3:15])(=[O:9])=[O:10])=[C:6]([OH:16])[C:5]([NH:17][C:18]2[C:19](=[O:24])[C:20](=[O:23])[C:21]=2[NH:27][CH:28]([CH2:31][CH3:32])[CH2:29][CH3:30])=[CH:4][CH:3]=1. Procedure details: To a stirred solution of 6-Chloro-3-(2-ethoxy-3,4-dioxo-cyclobut-1-enylamino)-2-hydroxy-N-methoxy-N-ethyl-benzenesulfonamide (Intermediate FA) (100 mg, 0.25 mmol) in THF (2 ml) was added 3-aminopentane (29 mg, 0.25 mmol) The reaction mixture was heated at 50° C. overnight. Further 3-aminopentane (29 mg, 0.25 mmol) was added and the reaction was heated at 50° C. for 7 hours. The reaction mixture was concentrated in vacuo and dissolved in EtOAc. The EtOAc solution was washed with 10% citric acid (...